Task: describe an organic reaction: reactants, conditions, products, and yield. Dataset: the Open Reaction Database (ORD), a public repository of structured organic reaction records Reactants: N#Cc1ccc2ccc3ccccc3c2n1, CC(=O)O, [H][H]. Yields the product NCc1ccc2ccc3ccccc3c2n1. As a reaction SMILES: [C:1](#[N:2])[c:3]1[n:4][c:5]2[c:6]3[c:7]([cH:8][cH:9][c:10]2[cH:11][cH:12]1)[cH:13][cH:14][cH:15][cH:16]3.[CH3:19][C:20](=[O:21])[OH:22].[H:17][H:18]>>[CH2:1]([NH2:2])[c:3]1[n:4][c:5]2[c:6]3[c:7]([cH:8][cH:9][c:10]2[cH:11][cH:12]1)[cH:13][cH:14][cH:15][cH:16]3. Starting materials: [H-], O=Cc1ccc([N+](=O)[O-])o1, [Na+], C1CCOC1, Sc1nc2ncccc2[nH]1. Product: O=Cc1ccc(Sc2nc3ncccc3[nH]2)o1. As a reaction SMILES: [H-:11].[N+:13]([O-:14])(=[O:15])[c:16]1[cH:17][cH:18][c:19]([CH:21]=[O:22])[o:20]1.[Na+:12].[O:23]1[CH2:24][CH2:25][CH2:26][CH2:27]1.[nH:1]1[c:2]([SH:10])[n:3][c:4]2[n:5][cH:6][cH:7][cH:8][c:9]12>>[nH:1]1[c:2]([S:10][c:16]2[cH:17][cH:18][c:19]([CH:21]=[O:22])[o:20]2)[n:3][c:4]2[n:5][cH:6][cH:7][cH:8][c:9]12. Reactants: example 1 ( b ), C(C)(C)OC1=C(C(=O)O)C=C(C=C1)S(=O)(=O)C (2-Isopropoxy-5-methanesulfonyl-benzoic acid), Cl.C(C)S(=O)(=O)C1=CN=C(S1)N1CCNCC1 (1-(5-ethanesulfonyl-thiazol-2-yl)-piperazine hydrochloride). Product: C(C)S(=O)(=O)C1=CN=C(S1)N1CCN(CC1)C(=O)C1=C(C=CC(=C1)S(=O)(=O)C)OC(C)C ([4-(5-Ethanesulfonyl-thiazol-2-yl)-piperazin-1-yl]-(2-isopropoxy-5-methanesulfonyl-phenyl)-methanone). Isolated yield 71.0%. RXN SMILES: [CH:1]([O:4][C:5]1[CH:13]=[CH:12][C:11]([S:14]([CH3:17])(=[O:16])=[O:15])=[CH:10][C:6]=1[C:7]([OH:9])=O)([CH3:3])[CH3:2].Cl.[CH2:19]([S:21]([C:24]1[S:28][C:27]([N:29]2[CH2:34][CH2:33][NH:32][CH2:31][CH2:30]2)=[N:26][CH:25]=1)(=[O:23])=[O:22])[CH3:20]>>[CH2:19]([S:21]([C:24]1[S:28][C:27]([N:29]2[CH2:30][CH2:31][N:32]([C:7]([C:6]3[CH:10]=[C:11]([S:14]([CH3:17])(=[O:16])=[O:15])[CH:12]=[CH:13][C:5]=3[O:4][CH:1]([CH3:2])[CH3:3])=[O:9])[CH2:33][CH2:34]2)=[N:26][CH:25]=1)(=[O:23])=[O:22])[CH3:20] |f:1.2|. Procedure: Prepared in analogy to example 1 (b) from 2-isopropoxy-5-methanesulfonyl-benzoic acid (Example A1) and 1-(5-ethanesulfonyl-thiazol-2-yl)-piperazine hydrochloride (Example 32(c)). The crude material was purified by chromatography (SiO2, ethyl acetate/heptane) followed by trituration in ether to yield the title compound as a white crystalline solid (yield 71%). MS (m/e): 502.3 (M+H+, 100%), 519.3 (M+NH4+, 82%). Yields the product CC(C)(C)OC(=O)N1CCCN(C(=O)c2ccccc2Br)CC1. Reaction SMILES: [Br:10][c:11]1[c:12]([C:13](=[O:14])[OH:15])[cH:16][cH:17][cH:18][cH:19]1.[C:41]([CH3:42])([CH3:43])([CH3:44])[O:45][C:46](=[O:47])[N:48]1[CH2:49][CH2:50][NH:51][CH2:52][CH2:53][CH2:54]1.[CH3:20][CH2:21][N:22]=[C:23]=[N:24][CH2:25][CH2:26][CH2:27][N:28]([CH3:29])[CH3:30].[CH:1]([N:2]([CH2:3][CH3:4])[CH:5]([CH3:6])[CH3:7])([CH3:8])[CH3:9].[O:55]=[CH:56][N:57]([CH3:58])[CH3:59].[OH2:60].[OH:31][n:32]1[c:33]2[c:34]([cH:35][cH:36][cH:37][cH:38]2)[n:39][n:40]1>>[Br:10][c:11]1[c:12]([C:13](=[O:15])[N:51]2[CH2:50][CH2:49][N:48]([C:46]([O:45][C:41]([CH3:42])([CH3:43])[CH3:44])=[O:47])[CH2:54][CH2:53][CH2:52]2)[cH:16][cH:17][cH:18][cH:19]1. Reactants: O=C(O)c1ccccc1Br, CC(C)(C)OC(=O)N1CCCNCC1, CCN=C=NCCCN(C)C, CCN(C(C)C)C(C)C, CN(C)C=O, O, On1nnc2ccccc21.